describe an organic reaction: reactants, conditions, products, and yield From a dataset of the Open Reaction Database (ORD), a public repository of structured organic reaction records. Starting materials: C(CC(C)CCCC(C)CCCC(C)CCCC(C)C)O (Phytanol), C(C)O (Ethanol). Reagents/catalysts: [O-2].[O-2].[O-2].[Cr+6] (Chromium trioxide). The solvent is C(C)(=O)O (acetic acid), O (water). Run at time 18 hour. Product: C(CC(C)CCCC(C)CCCC(C)CCCC(C)C)(=O)O (phytanoic acid). Reaction SMILES: [CH2:1]([OH:21])[CH2:2][CH:3]([CH2:5][CH2:6][CH2:7][CH:8]([CH2:10][CH2:11][CH2:12][CH:13]([CH2:15][CH2:16][CH2:17][CH:18]([CH3:20])[CH3:19])[CH3:14])[CH3:9])[CH3:4].C([OH:24])C>C(O)(=O)C.O.[O-2].[O-2].[O-2].[Cr+6]>[C:1]([OH:24])(=[O:21])[CH2:2][CH:3]([CH2:5][CH2:6][CH2:7][CH:8]([CH2:10][CH2:11][CH2:12][CH:13]([CH2:15][CH2:16][CH2:17][CH:18]([CH3:20])[CH3:19])[CH3:14])[CH3:9])[CH3:4] |f:4.5.6.7|. Procedure: Phytanol (19.5 g) was dissolved in acetic acid (250 ml) and cooled in an ice bath. Chromium trioxide (21.0 g) dissolved in a minimum amount of water was added to the above solution and stirred at room temperature for 18 hours. Ethanol (50 ml) was slowly added to the reaction mixture and stirred for a further 3 hours. Most of solvent was removed and water (250 ml) was added. This solution was extracted with ether (2×200 ml) and the combined ether extract was dried (MgSO4), decolourized with activ... The reactants are C(C)(C)(C)C=1N=C(C2=C(N1)N(N=N2)CC2=C(C=CC=C2)Cl)N2CCOCC2 (5-tert-Butyl-3-(2-chloro-benzyl)-7-morpholin-4-yl-3H-[1,2,3]triazolo[4,5-d]pyrimidine), C(C)(C)(C)C=1N=C(C2=C(N1)N(N=N2)CC2=C(C=CC=C2)Cl)Cl (5-tert-butyl-7-chloro-3-(2-chlorobenzyl)-3H-[1,2,3]triazolo[4,5-d]pyrimidine), N1CC(CC1)O (pyrrolidin-3-ol). Yields the product C(C)(C)(C)C=1N=C(C2=C(N1)N(N=N2)CC2=C(C=CC=C2)Cl)N2CC(CC2)O (1-[5-tert-Butyl-3-(2-chloro-benzyl)-3H-[1,2,3]triazolo[4,5-d]pyrimidin-7-yl]-pyrrolidin-3-ol). Reaction SMILES: [C:1]([C:5]1[N:6]=[C:7]([N:22]2[CH2:27][CH2:26][O:25][CH2:24][CH2:23]2)[C:8]2[N:13]=[N:12][N:11]([CH2:14][C:15]3[CH:20]=[CH:19][CH:18]=[CH:17][C:16]=3[Cl:21])[C:9]=2[N:10]=1)([CH3:4])([CH3:3])[CH3:2].C(C1N=C(Cl)C2N=NN(CC3C=CC=CC=3Cl)C=2N=1)(C)(C)C.N1CCC(O)C1>>[C:1]([C:5]1[N:6]=[C:7]([N:22]2[CH2:23][CH2:24][CH:26]([OH:25])[CH2:27]2)[C:8]2[N:13]=[N:12][N:11]([CH2:14][C:15]3[CH:20]=[CH:19][CH:18]=[CH:17][C:16]=3[Cl:21])[C:9]=2[N:10]=1)([CH3:2])([CH3:3])[CH3:4]. Procedure details: In analogy to the procedure described for the synthesis of 5-tert-butyl-3-(2-chlorobenzyl)-7-morpholin-4-yl-3H-[1,2,3]triazolo[4,5-d]pyrimidine (example 1, step c), the title compound was prepared from 5-tert-butyl-7-chloro-3-(2-chlorobenzyl)-3H-[1,2,3]triazolo[4,5-d]pyrimidine and pyrrolidin-3-ol. MS (m/e): 387.4 Reactants: CC(C)(C)OC(=O)N1CCC(NC(=O)Nc2ccc(C#N)cc2)CC1C(=O)O, CCN(C(C)C)C(C)C, Nc1ccccc1N, CN(C)C=O, O. Yields the product CC(C)(C)OC(=O)N1CCC(NC(=O)Nc2ccc(C#N)cc2)CC1C(=O)Nc1ccccc1N. Reaction SMILES: [C:9]([CH3:10])([CH3:11])([CH3:12])[O:13][C:14](=[O:15])[N:16]1[CH:17]([C:34](=[O:35])[OH:36])[CH2:18][CH:19]([NH:22][C:23](=[O:24])[NH:25][c:26]2[cH:27][cH:28][c:29]([C:32]#[N:33])[cH:30][cH:31]2)[CH2:20][CH2:21]1.[CH:37]([N:38]([CH2:39][CH3:40])[CH:41]([CH3:42])[CH3:43])([CH3:44])[CH3:45].[NH2:1][c:2]1[cH:3][cH:4][cH:5][cH:6][c:7]1[NH2:8].[O:47]=[CH:48][N:49]([CH3:50])[CH3:51].[OH2:46]>>[NH2:1][c:2]1[cH:3][cH:4][cH:5][cH:6][c:7]1[NH:8][C:34]([CH:17]1[N:16]([C:14]([O:13][C:9]([CH3:10])([CH3:11])[CH3:12])=[O:15])[CH2:21][CH2:20][CH:19]([NH:22][C:23](=[O:24])[NH:25][c:26]2[cH:27][cH:28][c:29]([C:32]#[N:33])[cH:30][cH:31]2)[CH2:18]1)=[O:35].